This data is from the Open Reaction Database (ORD), a public repository of structured organic reaction records. The task is: describe an organic reaction: reactants, conditions, products, and yield The reactants are O=C([O-])O, CCOC(C)=O, O=C(Cl)OCCl, ClCCl, NC1CCCN2c3cc(Cl)ccc3Oc3ccccc3C12, [Na+]. The product is O=C(NC1CCCN2c3cc(Cl)ccc3Oc3ccccc3C12)OCCl. RXN SMILES: [C:1](=[O:2])([OH:3])[O-:4].[CH3:33][CH2:34][O:35][C:36](=[O:37])[CH3:38].[Cl:27][C:28](=[O:29])[O:30][CH2:31][Cl:32].[Cl:39][CH2:40][Cl:41].[Cl:6][c:7]1[cH:8][c:9]2[c:10]([cH:25][cH:26]1)[O:11][c:12]1[c:13]([cH:21][cH:22][cH:23][cH:24]1)[CH:14]1[N:15]2[CH2:16][CH2:17][CH2:18][CH:19]1[NH2:20].[Na+:5]>>[Cl:6][c:7]1[cH:8][c:9]2[c:10]([cH:25][cH:26]1)[O:11][c:12]1[c:13]([cH:21][cH:22][cH:23][cH:24]1)[CH:14]1[N:15]2[CH2:16][CH2:17][CH2:18][CH:19]1[NH:20][C:28](=[O:29])[O:30][CH2:31][Cl:32].